Task: describe an organic reaction: reactants, conditions, products, and yield. Dataset: the Open Reaction Database (ORD), a public repository of structured organic reaction records The solvent is C(C)#N (acetonitrile). Yields the product ClC(C(=O)NC1=CC=C(C(=O)O)C=C1)=C(Cl)Cl (N-Trichloroacryloyl-p-aminobenzoic acid). The yield is 89.0%. The reactants are ClC(=C(C(=O)O)Cl)Cl (Trichloroacrylic acid), O=S(Cl)Cl (SOCl2), NC1=CC=C(C(=O)O)C=C1 (p-amino-benzoic acid), C1=CC=CC=C1 (benzene). Run at time 30 minute. Reported procedure: Trichloroacrylic acid (500 mg, 2.85 mmol; Alpha Chem. Co.) was added to 7 mL of SOCl2 and the mixture was refluxed for 6 h. After cooling, 5 mL of benzene was added and the solvent was concentrated on the rotary evaporator to 1/3 of its original volume. This step was repeated 4 times, until most of SOCl2 was evaporated. Three mL of acetonitrile were added followed by a suspension of 383 mg (2.80 mmol) of p-amino-benzoic acid in 3 mL of acetonitrile. After 30 min of stirring, TLC showed the disap... As a reaction SMILES: [Cl:1][C:2]([Cl:8])=[C:3]([Cl:7])[C:4](O)=[O:5].O=S(Cl)Cl.C1C=CC=CC=1.[NH2:19][C:20]1[CH:28]=[CH:27][C:23]([C:24]([OH:26])=[O:25])=[CH:22][CH:21]=1>C(#N)C>[Cl:7][C:3](=[C:2]([Cl:8])[Cl:1])[C:4]([NH:19][C:20]1[CH:28]=[CH:27][C:23]([C:24]([OH:26])=[O:25])=[CH:22][CH:21]=1)=[O:5]. The reactants are CC(C(C(=O)OCC)=O)C (ethyl 3-methyl-2-oxobutanoate), C(C)O (ethanol), C(C)O (ethanol), FC1=C(CN2N=C(C=3C2=NC=NC3)C(NN)=N)C=CC=C1 (1-(2-fluorobenzyl)-1H-pyrazolo[3,4-d]pyrimidine-3-carboximidohydrazide). Product: FC1=C(CN2N=C(C=3C2=NC=CC3)C=3N=NC(=C(N3)O)C(C)C)C=CC=C1 (3-[1-(2-Fluorobenzyl)-1H-pyrazolo[3,4-b]pyridin-3-yl]-6-isopropyl-1,2,4-triazin-5-ol). As a reaction SMILES: [CH3:1][CH:2]([CH3:10])[C:3](=O)[C:4]([O:6]CC)=O.[F:11][C:12]1[CH:31]=[CH:30][CH:29]=[CH:28][C:13]=1[CH2:14][N:15]1[C:19]2=[N:20][CH:21]=N[CH:23]=[C:18]2[C:17]([C:24](=[NH:27])[NH:25][NH2:26])=[N:16]1.[CH2:32](O)C>>[F:11][C:12]1[CH:31]=[CH:30][CH:29]=[CH:28][C:13]=1[CH2:14][N:15]1[C:19]2=[N:20][CH:21]=[CH:32][CH:23]=[C:18]2[C:17]([C:24]2[N:25]=[N:26][C:3]([CH:2]([CH3:1])[CH3:10])=[C:4]([OH:6])[N:27]=2)=[N:16]1. Procedure: 1.014 g (7.035 mmol) of ethyl 3-methyl-2-oxobutanoate in 15 ml of ethanol were initially introduced and heated to reflux. Then, 2.000 g (7.035 mmol) of 1-(2-fluorobenzyl)-1H-pyrazolo[3,4-d]pyrimidine-3-carboximidohydrazide suspended in 20 ml of ethanol were added and the mixture was heated under reflux overnight. After cooling, the mixture was filtered off with suction, and the filtercake was washed with a little ethanol and dried under high vacuum. This gave 918 mg of the target compound (36% o... Starting materials: CCOc1cc(N2CCN(CCS(C)(=O)=O)CC2)c(CC)cc1N, CO, CCOc1ccc(-c2nc3ccccn3c2-c2ccnc(Cl)n2)cc1C(=O)Nc1c(F)cccc1F, OC(F)(F)CF, N, Cc1ccc(S(=O)(=O)O)cc1. The product is CCOc1cc(N2CCN(CCS(C)(=O)=O)CC2)c(CC)cc1Nc1nccc(-c2c(-c3ccc(OCC)c(C(=O)Nc4c(F)cccc4F)c3)nc3ccccn23)n1. RXN SMILES: [CH2:37]([CH3:38])[c:39]1[c:40]([N:49]2[CH2:50][CH2:51][N:52]([CH2:55][CH2:56][S:57](=[O:58])(=[O:59])[CH3:60])[CH2:53][CH2:54]2)[cH:41][c:42]([O:46][CH2:47][CH3:48])[c:43]([NH2:45])[cH:44]1.[CH3:79][OH:80].[Cl:1][c:2]1[n:3][cH:4][cH:5][c:6](-[c:8]2[c:9](-[c:17]3[cH:18][cH:19][c:20]([O:34][CH2:35][CH3:36])[c:21]([C:22](=[O:23])[NH:24][c:25]4[c:26]([F:32])[cH:27][cH:28][cH:29][c:30]4[F:31])[cH:33]3)[n:10][c:11]3[n:12]2[cH:13][cH:14][cH:15][cH:16]3)[n:7]1.[F:73][CH2:74][C:75]([F:76])([F:77])[OH:78].[NH3:72].[c:61]1([CH3:62])[cH:63][cH:64][c:65]([S:66]([OH:67])(=[O:68])=[O:69])[cH:70][cH:71]1>>[c:2]1([NH:45][c:43]2[c:42]([O:46][CH2:47][CH3:48])[cH:41][c:40]([N:49]3[CH2:50][CH2:51][N:52]([CH2:55][CH2:56][S:57](=[O:58])(=[O:59])[CH3:60])[CH2:53][CH2:54]3)[c:39]([CH2:37][CH3:38])[cH:44]2)[n:3][cH:4][cH:5][c:6](-[c:8]2[c:9](-[c:17]3[cH:18][cH:19][c:20]([O:34][CH2:35][CH3:36])[c:21]([C:22](=[O:23])[NH:24][c:25]4[c:26]([F:32])[cH:27][cH:28][cH:29][c:30]4[F:31])[cH:33]3)[n:10][c:11]3[n:12]2[cH:13][cH:14][cH:15][cH:16]3)[n:7]1. Starting materials: C(C)(C)(C)C1=NC=2C(CCCC2C=C1)C(=O)N (2-t-butyl-5,6,7,8-tetrahydroquinoline-8-carboxamide), P12(=S)SP3(=S)SP(=S)(S1)SP(=S)(S2)S3 (P2S5). Product: C(C)(C)(C)C1=NC=2C(CCCC2C=C1)C(N)=S (2-t-Butyl-5,6,7,8-tetrahydroquinoline-8-thiocarboxamide). As a reaction SMILES: [C:1]([C:5]1[CH:14]=[CH:13][C:12]2[CH2:11][CH2:10][CH2:9][CH:8]([C:15]([NH2:17])=O)[C:7]=2[N:6]=1)([CH3:4])([CH3:3])[CH3:2].P12(SP3(SP(SP(S3)(S1)=S)(=S)S2)=S)=[S:19]>>[C:1]([C:5]1[CH:14]=[CH:13][C:12]2[CH2:11][CH2:10][CH2:9][CH:8]([C:15](=[S:19])[NH2:17])[C:7]=2[N:6]=1)([CH3:4])([CH3:3])[CH3:2]. Procedure: The title compound was prepared from 2-t-butyl-5,6,7,8-tetrahydroquinoline-8-carboxamide (4 g.) and P2S5 (3 g.) as described in Example 8 and was isolated as creamy needles after recrystallisation from n-hexane m.p. 126° C (650 mgs.). Found: C, 68.18; H, 8.25; N, 11.14%. C14H20N2S requires C, 67.70; H, 8.12; N, 11.23%. The reactants are O=C(COCc1ccccc1)Nc1ccc2cc(-c3ccccc3)[nH]c(=O)c2c1, CO, ClCCl. Product: O=C(CO)Nc1ccc2cc(-c3ccccc3)[nH]c(=O)c2c1. RXN SMILES: [CH2:4]([c:5]1[cH:6][cH:7][cH:8][cH:9][cH:10]1)[O:11][CH2:12][C:13](=[O:14])[NH:15][c:16]1[cH:17][cH:18][c:19]2[cH:20][c:21](-[c:27]3[cH:28][cH:29][cH:30][cH:31][cH:32]3)[nH:22][c:23](=[O:26])[c:24]2[cH:25]1.[CH3:33][OH:34].[Cl:1][CH2:2][Cl:3]>>[OH:11][CH2:12][C:13](=[O:14])[NH:15][c:16]1[cH:17][cH:18][c:19]2[cH:20][c:21](-[c:27]3[cH:28][cH:29][cH:30][cH:31][cH:32]3)[nH:22][c:23](=[O:26])[c:24]2[cH:25]1. Reactants: C1(=CC=CC=C1)NC1=CC=CC=C1 (diphenylamine), C(Cl)(Cl)Cl.C1(=CC=CC=C1)NC1=CC=CC=C1 (chloroform diphenylamine), [Br-].[Br-].[Br-].C(CCC)[N+](CCCC)(CCCC)CCCC.C(CCC)[N+](CCCC)(CCCC)CCCC.C(CCC)[N+](CCCC)(CCCC)CCCC (tetrabutylammoniumtribromide), C(Cl)(Cl)Cl.C1(=CC=CC=C1)NC1=CC=CC=C1 (chloroform diphenylamine). Solvent: C(Cl)(Cl)Cl (chloroform), C(Cl)(Cl)Cl (chloroform). Run at time 20 hour. Yields the product C1=CC=C(C=C1)NC2=CC=C(C=C2)Br (4-Bromodiphenylamine). As a reaction SMILES: [C:1]1([NH:7][C:8]2[CH:13]=[CH:12][CH:11]=[CH:10][CH:9]=2)[CH:6]=[CH:5][CH:4]=[CH:3][CH:2]=1.[Br-:14].[Br-].[Br-].C([N+](CCCC)(CCCC)CCCC)CCC.C([N+](CCCC)(CCCC)CCCC)CCC.C([N+](CCCC)(CCCC)CCCC)CCC.C(Cl)(Cl)Cl.C1(NC2C=CC=CC=2)C=CC=CC=1>C(Cl)(Cl)Cl>[CH:11]1[CH:10]=[CH:9][C:8]([NH:7][C:1]2[CH:2]=[CH:3][C:4]([Br:14])=[CH:5][CH:6]=2)=[CH:13][CH:12]=1 |f:1.2.3.4.5.6,7.8|. Reported procedure: In a 1000-mL Erlenmeyer flask were placed 20 g (118.1 mmol) of diphenylamine, 500 mL of chloroform, and an ellipsoidal stirring chip. In a 500-mL beaker was placed 113.8 g (236.2 mmol) of tetrabutylammoniumtribromide (TBABr3), which was dissolved in 200 mL of chloroform added later. The resulting solution was added dropwise to the chloroform-diphenylamine solution, and the mixture was stirred for 20 hours at room temperature in the air. Then, the chloroform-diphenylamine solution was transferred...